From a dataset of the Open Reaction Database (ORD), a public repository of structured organic reaction records. describe an organic reaction: reactants, conditions, products, and yield Starting materials: O([Si](C1=CC=CC=C1)(C1=CC=CC=C1)C(C)(C)C)CC1=NC2=C(N1)C=CC=C2C(=O)NC2=C(C=C(C(=O)N(C1=C(C=C(C=C1)C)OCCCCCC(=O)N1CCN(CC1)C)C)C=C2)OC (4-(2-tert-butyldiphenylsiloxymethyl-1H-benzimidazol-4-yl)carbonylamino-3-methoxy-N-methyl-N-[4-methyl-2-[5-(4-methylpiperazin-1-yl)carbonylpent-1-yloxy]phenyl]benzamide), [F-].C(CCC)[N+](CCCC)(CCCC)CCCC (tetrabutylammonium fluoride). Solvent: O1CCCC1 (tetrahydrofuran), ice water. Reaction conditions: time 1 hour. Product: OCC1=NC2=C(N1)C=CC=C2C(=O)NC2=C(C=C(C(=O)N(C1=C(C=C(C=C1)C)OCCCCCC(=O)N1CCN(CC1)C)C)C=C2)OC (4-(2-hydroxymethyl-1H-benzimidazol-4-yl)carbonylamino-3-methoxy-N-methyl-N-[4-methyl-2-[5-(4-methylpiperazin-1-yl)carbonylpent-1-yloxy]phenyl]benzamide). Isolated yield 92.1%. RXN SMILES: [O:1]([CH2:19][C:20]1[NH:24][C:23]2[CH:25]=[CH:26][CH:27]=[C:28]([C:29]([NH:31][C:32]3[CH:63]=[CH:62][C:35]([C:36]([N:38]([CH3:61])[C:39]4[CH:44]=[CH:43][C:42]([CH3:45])=[CH:41][C:40]=4[O:46][CH2:47][CH2:48][CH2:49][CH2:50][CH2:51][C:52]([N:54]4[CH2:59][CH2:58][N:57]([CH3:60])[CH2:56][CH2:55]4)=[O:53])=[O:37])=[CH:34][C:33]=3[O:64][CH3:65])=[O:30])[C:22]=2[N:21]=1)[Si](C(C)(C)C)(C1C=CC=CC=1)C1C=CC=CC=1.[F-].C([N+](CCCC)(CCCC)CCCC)CCC>O1CCCC1>[OH:1][CH2:19][C:20]1[NH:24][C:23]2[CH:25]=[CH:26][CH:27]=[C:28]([C:29]([NH:31][C:32]3[CH:63]=[CH:62][C:35]([C:36]([N:38]([CH3:61])[C:39]4[CH:44]=[CH:43][C:42]([CH3:45])=[CH:41][C:40]=4[O:46][CH2:47][CH2:48][CH2:49][CH2:50][CH2:51][C:52]([N:54]4[CH2:55][CH2:56][N:57]([CH3:60])[CH2:58][CH2:59]4)=[O:53])=[O:37])=[CH:34][C:33]=3[O:64][CH3:65])=[O:30])[C:22]=2[N:21]=1 |f:1.2|. Procedure: To a solution of 4-(2-tert-butyldiphenylsiloxymethyl-1H-benzimidazol-4-yl)carbonylamino-3-methoxy-N-methyl-N-[4-methyl-2-[5-(4-methylpiperazin-1-yl)carbonylpent-1-yloxy]phenyl]benzamide (296 mg) in dry tetrahydrofuran (10 ml) was added tetrabutylammonium fluoride (173 mg) in ice water bath under nitrogen and the mixture was stirred at the same temperature for 1 hour. The reaction mixture was concentrated in vacuo and the residue was dissolved in chloroform. The solution was washed with water and... Reactants: CC(C)=O, O, CCOC(=O)C#CC(O)CC(C)C. The product is CCOC(=O)C#CC(=O)CC(C)C. Reaction SMILES: [CH3:14][C:15](=[O:16])[CH3:17].[OH2:18].[OH:1][CH:2]([C:3]#[C:4][C:5](=[O:6])[O:7][CH2:8][CH3:9])[CH2:10][CH:11]([CH3:12])[CH3:13]>>[O:1]=[C:2]([C:3]#[C:4][C:5](=[O:6])[O:7][CH2:8][CH3:9])[CH2:10][CH:11]([CH3:12])[CH3:13]. Starting materials: O=C(CBr)Nc1cccc(-c2cnc3ccccc3n2)c1, CC(=O)[O-], CC#N, CCOC(C)=O, [Na+]. Product: CC(=O)OCC(=O)Nc1cccc(-c2cnc3ccccc3n2)c1. Reaction SMILES: [Br:1][CH2:2][C:3](=[O:4])[NH:5][c:6]1[cH:7][c:8](-[c:12]2[n:13][c:14]3[cH:15][cH:16][cH:17][cH:18][c:19]3[n:20][cH:21]2)[cH:9][cH:10][cH:11]1.[CH3:23][C:24]([O-:25])=[O:26].[CH3:27][C:28]#[N:29].[CH3:30][CH2:31][O:32][C:33](=[O:34])[CH3:35].[Na+:22]>>[CH2:2]([C:3](=[O:4])[NH:5][c:6]1[cH:7][c:8](-[c:12]2[n:13][c:14]3[cH:15][cH:16][cH:17][cH:18][c:19]3[n:20][cH:21]2)[cH:9][cH:10][cH:11]1)[O:26][C:24]([CH3:23])=[O:25]. Reactants: ClCCl, CC(=O)Cl, O, Oc1cnc2ccccc2c1, c1ccncc1. Product: CC(=O)Oc1cnc2ccccc2c1. As a reaction SMILES: [CH2:22]([Cl:23])[Cl:24].[CH3:1][C:2]([Cl:3])=[O:4].[OH2:25].[OH:5][c:6]1[cH:7][n:8][c:9]2[cH:10][cH:11][cH:12][cH:13][c:14]2[cH:15]1.[cH:16]1[cH:17][cH:18][n:19][cH:20][cH:21]1>>[CH3:1][C:2](=[O:4])[O:5][c:6]1[cH:7][n:8][c:9]2[cH:10][cH:11][cH:12][cH:13][c:14]2[cH:15]1.